describe an organic reaction: reactants, conditions, products, and yield From a dataset of the Open Reaction Database (ORD), a public repository of structured organic reaction records. Starting materials: C1(=CC=CC=C1)P(C1=C(C2=CC=CC=C2C=C1)C1=C(C=CC2=CC=CC=C12)P(C1=CC=CC=C1)C1=CC=CC=C1)C1=CC=CC=C1 (rac-2,2′-bis(diphenylphosphino)-1,1′-binaphthyl), C([O-])([O-])=O.[Cs+].[Cs+] (cesium carbonate), N1CCOCC1 (Morpholine), C(C)OC(C=CC1=C(C=C(C=C1)C(C)(C)C)OS(=O)(=O)C(F)(F)F)=O (3-(4-tert-Butyl-2-trifluoromethanesulfonyloxyphenyl)acrylic acid ethyl ester). Reagents/catalysts: C(C)(=O)[O-].[Pd+2].C(C)(=O)[O-] (Palladium(II) acetate). Solvent: C1(=CC=CC=C1)C (toluene), C1(=CC=CC=C1)C (toluene). Run at time 12 hour. Yields the product C(C)OC(C=CC1=C(C=C(C=C1)C(C)(C)C)N1CCOCC1)=O (3-(4-tert-Butyl-2-morpholin-4-yl-phenyl)acrylic acid ethyl ester). The yield is 51.1%. RXN SMILES: C1(P(C2C=CC=CC=2)C2C=CC3C(=CC=CC=3)C=2C2C3C(=CC=CC=3)C=CC=2P(C2C=CC=CC=2)C2C=CC=CC=2)C=CC=CC=1.C(=O)([O-])[O-].[Cs+].[Cs+].[CH2:53]([O:55][C:56](=[O:77])[CH:57]=[CH:58][C:59]1[CH:64]=[CH:63][C:62]([C:65]([CH3:68])([CH3:67])[CH3:66])=[CH:61][C:60]=1OS(C(F)(F)F)(=O)=O)[CH3:54].[NH:78]1[CH2:83][CH2:82][O:81][CH2:80][CH2:79]1>C1(C)C=CC=CC=1.C([O-])(=O)C.[Pd+2].C([O-])(=O)C>[CH2:53]([O:55][C:56](=[O:77])[CH:57]=[CH:58][C:59]1[CH:64]=[CH:63][C:62]([C:65]([CH3:68])([CH3:67])[CH3:66])=[CH:61][C:60]=1[N:78]1[CH2:83][CH2:82][O:81][CH2:80][CH2:79]1)[CH3:54] |f:1.2.3,7.8.9|. Procedure details: Palladium(II) acetate (1.4 mg, 0.006 mmole, 6 mol % eq), rac-2,2′-bis(diphenylphosphino)-1,1′-binaphthyl (7.5 mg, 0.012 mmole, 12 mol % eq), and cesium carbonate (50.3 mg, 0.155 mmole, 1.5 eq) were added into anhydrous toluene. 3-(4-tert-Butyl-2-trifluoromethanesulfonyloxyphenyl)acrylic acid ethyl ester (36.2 mg, 0.103 mmol, 1 eq) in toluene solvent was added by cannula. Morpholine (13.5 μl, 0.155 mmol, 1.5 eq) was added. The mixture was stirred for 12 hr in reflux. After confirming the completi... Reactants: N(=O)[O-].[Na+] (NaNO2), [N+](=O)([O-])C1=CC=C(N)C=C1 (p-nitro aniline), C(C)(=O)[O-].[Na+] (sodium acetate), C(C=C)N(CC=C)C=1C=C(C=CC1)O (3-(N,N-diallylamino)phenol), ice water, C([O-])(O)=O.[Na+] (sodium bicarbonate), N(=O)[O-].[Na+] (sodium nitrite). The solvent is O (water), Cl (HCl), C(C)(=O)O (acetic acid), O (water). Reaction conditions: temperature 0 celsius, time 1 hour. The product is C(C=C)N(C1=CC(=C(C=C1)N=NC1=CC=C(C=C1)[N+](=O)[O-])O)CC=C (N,N-diallyl-4-(4'-nitrophenylazo)-3-hydroxyaniline). Yield: 87.2%. As a reaction SMILES: [N+:1]([C:4]1[CH:10]=[CH:9][C:7]([NH2:8])=[CH:6][CH:5]=1)([O-:3])=[O:2].[N:11]([O-])=O.[Na+].C([O-])(=O)C.[Na+].[CH2:20]([N:23]([C:27]1[CH:28]=[C:29]([OH:33])[CH:30]=[CH:31][CH:32]=1)[CH2:24][CH:25]=[CH2:26])[CH:21]=[CH2:22].C(=O)(O)[O-].[Na+]>Cl.O.C(O)(=O)C>[CH2:20]([N:23]([CH2:24][CH:25]=[CH2:26])[C:27]1[CH:32]=[CH:31][C:30]([N:11]=[N:8][C:7]2[CH:9]=[CH:10][C:4]([N+:1]([O-:3])=[O:2])=[CH:5][CH:6]=2)=[C:29]([OH:33])[CH:28]=1)[CH:21]=[CH2:22] |f:1.2,3.4,6.7|. Procedure: In a small beaker was suspended 3.0 g (21.7 mmol) of p-nitro aniline in 24 ml 5N HCl and 6 ml of distilled water. The suspension was cooled to 0° C. in an ice bath and 1.6 g of NaNO2 dissolved in 5 ml of water was slowly added via a pipette over 15 minutes while the temperature of the suspension was kept under 4° C. When all the sodium nitrite had been added, the suspension was stirred for an additional 1 hour. In a separate beaker were combined 12 g sodium acetate, 24 ml of acetic acid and 4.5 ... Starting materials: Cl (hydrogen chloride), COCC(=O)Cl (methoxyacetyl chloride), COCC(=O)Cl (methoxyacetyl chloride), O=C1OCCC1NC1=C(C=CC=C1C)C (N-(2-oxotetrahydro-3-furyl)-2,6-dimethylaniline), COCC(=O)Cl (methoxyacetyl chloride). Run in C=1(C(=CC=CC1)C)C (xylene). Conditions: temperature 20 celsius, time 2 hour. Yields the product COCC(=O)N(C1=C(C=CC=C1C)C)C1C(OCC1)=O (N-methoxyacetyl-N-(2-oxotetrahydro-3-furyl)-2,6-dimethylaniline). The yield is 94.8%. RXN SMILES: [CH3:1][O:2][CH2:3][C:4](Cl)=[O:5].[O:7]=[C:8]1[CH:12]([NH:13][C:14]2[C:19]([CH3:20])=[CH:18][CH:17]=[CH:16][C:15]=2[CH3:21])[CH2:11][CH2:10][O:9]1.Cl>C1(C)C(C)=CC=CC=1>[CH3:1][O:2][CH2:3][C:4]([N:13]([CH:12]1[CH2:11][CH2:10][O:9][C:8]1=[O:7])[C:14]1[C:15]([CH3:21])=[CH:16][CH:17]=[CH:18][C:19]=1[CH3:20])=[O:5]. Reported procedure: Over 2 hours, 113 g (1.04 moles) of methoxyacetyl chloride are added at 60°-70° C. and under a pressure of 70°-80 mbar to a suspension of 205 g (1.0 mole) of N-(2-oxotetrahydro-3-furyl)-2,6-dimethylaniline in 500 ml of xylene. Towards the end of the addition of methoxyacetyl chloride the reaction mixture begins to boil, with hydrogen chloride gas evolving. When the addition of methoxyacetyl chloride is complete, the reaction mixture is stirred for 3 hours under weak reflux at 60°-65° C. and unde... Reactants: [BH4-], C1CCOC1, CCO, [Ca+2], [Cl-], [Cl-], COC(=O)c1cccc(S(N)(=O)=O)c1, [Na+]. Yields the product NS(=O)(=O)c1cccc(CO)c1. Reaction SMILES: [BH4-:18].[CH2:20]1[O:21][CH2:22][CH2:23][CH2:24]1.[CH3:25][CH2:26][OH:27].[Ca+2:16].[Cl-:15].[Cl-:17].[NH2:1][S:2](=[O:3])(=[O:4])[c:5]1[cH:6][c:7]([C:8](=[O:9])[O:10][CH3:11])[cH:12][cH:13][cH:14]1.[Na+:19]>>[NH2:1][S:2](=[O:3])(=[O:4])[c:5]1[cH:6][c:7]([CH2:8][OH:9])[cH:12][cH:13][cH:14]1.